Dataset: the Open Reaction Database (ORD), a public repository of structured organic reaction records. Task: describe an organic reaction: reactants, conditions, products, and yield The reactants are BrC=1C(=C2C(=NC1)NC=C2NC(=O)C2CN(CCO2)C(=O)OC(C)(C)C)N2C[C@@H](CCC2)NC(=O)OC(C)(C)C (tert-butyl 2-(5-bromo-4-((R)-3-(tert-butoxycarbonylamino)piperidin-1-yl)-1H-pyrrolo[2,3-b]pyridin-3-ylcarbamoyl)morpholine-4-carboxylate), #1, C(=O)(C(F)(F)F)O (TFA), Cl (HCl). The solvent is C(Cl)Cl (DCM), C(Cl)Cl (DCM), CCOCC (ether). Run at time 1 hour. Product: Cl.N[C@H]1CN(CCC1)C1=C2C(=NC=C1Br)NC=C2NC(=O)C2CNCCO2 (N-(4-((R)-3-aminopiperidin-1-yl)-5-bromo-1H-pyrrolo[2,3-b]pyridin-3-yl)morpholine-2-carboxamide hydrochloride), #1. Isolated yield 84.0%. RXN SMILES: [Br:1][C:2]1[C:3]([N:27]2[CH2:32][CH2:31][CH2:30][C@@H:29]([NH:33]C(OC(C)(C)C)=O)[CH2:28]2)=[C:4]2[C:10]([NH:11][C:12]([CH:14]3[O:19][CH2:18][CH2:17][N:16](C(OC(C)(C)C)=O)[CH2:15]3)=[O:13])=[CH:9][NH:8][C:5]2=[N:6][CH:7]=1.C(O)(C(F)(F)F)=O.[ClH:48]>C(Cl)Cl.CCOCC>[ClH:48].[NH2:33][C@@H:29]1[CH2:30][CH2:31][CH2:32][N:27]([C:3]2[C:2]([Br:1])=[CH:7][N:6]=[C:5]3[NH:8][CH:9]=[C:10]([NH:11][C:12]([CH:14]4[O:19][CH2:18][CH2:17][NH:16][CH2:15]4)=[O:13])[C:4]=23)[CH2:28]1 |f:5.6|. Procedure details: A solution of tert-butyl 2-(5-bromo-4-((R)-3-(tert-butoxycarbonylamino)piperidin-1-yl)-1H-pyrrolo[2,3-b]pyridin-3-ylcarbamoyl)morpholine-4-carboxylate diastereomer #1 (70 mg, 0.11 mmol) in DCM (3 mL) at room temperature was treated with TFA (1 mL), and the reaction was stirred for 1 hour. The mixture was concentrated to dryness, and the resulting residue was purified by reverse phase HPLC (0-50% ACN in water). The product isolated was dissolved in minimal DCM (with MeOH to aid solubility) and ad... Reactants: CCc1nc2cc(Cl)c(Cl)nc2n1-c1ccc(CCN=[N+]=[N-])cc1, CO. The product is CCc1nc2cc(Cl)c(Cl)nc2n1-c1ccc(CCN)cc1. Reaction SMILES: [CH2:1]([CH3:2])[c:3]1[n:4][c:5]2[c:6]([n:7][c:8]([Cl:12])[c:9]([Cl:11])[cH:10]2)[n:13]1-[c:14]1[cH:15][cH:16][c:17]([CH2:20][CH2:21][N:22]=[N+:23]=[N-:24])[cH:18][cH:19]1.[CH3:25][OH:26]>>[CH2:1]([CH3:2])[c:3]1[n:4][c:5]2[c:6]([n:7][c:8]([Cl:12])[c:9]([Cl:11])[cH:10]2)[n:13]1-[c:14]1[cH:15][cH:16][c:17]([CH2:20][CH2:21][NH2:22])[cH:18][cH:19]1. The reactants are N(=[N+]=[N-])CCOCCN(C(OC(C)(C)C)=O)C (tert-butyl 2-(2-azidoethoxy)ethyl(methyl)carbamate). Reagents/catalysts: [Pd] (Pd on carbon). Run in CO (MeOH). Run at time 24 hour. Yields the product NCCOCCN(C(OC(C)(C)C)=O)C (tert-butyl 2-(2-aminoethoxy)ethyl(methyl)carbamate). Isolated yield 100.2%. As a reaction SMILES: [N:1]([CH2:4][CH2:5][O:6][CH2:7][CH2:8][N:9]([CH3:17])[C:10](=[O:16])[O:11][C:12]([CH3:15])([CH3:14])[CH3:13])=[N+]=[N-]>CO.[Pd]>[NH2:1][CH2:4][CH2:5][O:6][CH2:7][CH2:8][N:9]([CH3:17])[C:10](=[O:16])[O:11][C:12]([CH3:13])([CH3:14])[CH3:15]. Procedure details: A solution tert-butyl 2-(2-azidoethoxy)ethyl(methyl)carbamate (41.9 g, 170 mmol) in 600 mL of MeOH was treated with 2.5 g of 10% Pd on carbon and shaken under H2 (3 Kg/cm2) for 24 h. The solution was then filtered through a Celite pad and concentrated to give 37.2 g of crude tert-butyl 2-(2-aminoethoxy)ethyl(methyl)carbamate as a light yellow liquid.